This data is from the Open Reaction Database (ORD), a public repository of structured organic reaction records. The task is: describe an organic reaction: reactants, conditions, products, and yield Starting materials: NC1=CC(=C(C=C1)C1=NC(=NO1)C=1OC=CC1)Cl (5-(4-amino-2-chlorophenyl)--3-(2-furanyl)-1,2,4-oxadiazole), C([O-])([O-])=O.[K+].[K+] (potassium carbonate), ClC(=O)OC1=CC=CC=C1 (phenyl chloroformate). The solvent is O1CCOCC1 (dioxane). Yields the product ClC=1C=C(C=CC1C1=NC(=NO1)C=1OC=CC1)NC(OC1=CC=CC=C1)=O ([3-Chloro-4-[3-(2-furanyl)-1,2,4-oxadiazol-5-yl]phenyl]carbamic acid, phenyl ester). The yield is 68.5%. As a reaction SMILES: [NH2:1][C:2]1[CH:7]=[CH:6][C:5]([C:8]2[O:12][N:11]=[C:10]([C:13]3[O:14][CH:15]=[CH:16][CH:17]=3)[N:9]=2)=[C:4]([Cl:18])[CH:3]=1.C(=O)([O-])[O-].[K+].[K+].Cl[C:26]([O:28][C:29]1[CH:34]=[CH:33][CH:32]=[CH:31][CH:30]=1)=[O:27]>O1CCOCC1>[Cl:18][C:4]1[CH:3]=[C:2]([NH:1][C:26](=[O:27])[O:28][C:29]2[CH:34]=[CH:33][CH:32]=[CH:31][CH:30]=2)[CH:7]=[CH:6][C:5]=1[C:8]1[O:12][N:11]=[C:10]([C:13]2[O:14][CH:15]=[CH:16][CH:17]=2)[N:9]=1 |f:1.2.3|. Procedure: To a mixture of 5-(4-amino-2-chlorophenyl)--3-(2-furanyl)-1,2,4-oxadiazole (0.75 g) and 0.56 g of potassium carbonate in 30 ml of dioxane is added 0.94 g of phenyl chloroformate. The resulting mixture is heated at reflux for 2 hours and concentrated to dryness. 50 ml of water is added to the residue and the resulting mixture is extracted three times with 300 ml of chloroform. The residue is recrystallized from benzene to yield 0.75 g of the title compound, melting point 184°-185.5°C. Reactants: CC1(COc2ccc([N+](=O)[O-])cc2)CC(=O)c2cc(O)c(C(C)(C)C)cc2O1, CC(=O)OC(C)=O, c1ccncc1. Yields the product CC(=O)Oc1cc2c(cc1C(C)(C)C)OC(C)(COc1ccc([N+](=O)[O-])cc1)CC2=O. Reaction SMILES: [C:1]([CH3:2])([CH3:3])([CH3:4])[c:5]1[c:6]([OH:28])[cH:7][c:8]2[c:13]([cH:14]1)[O:12][C:11]([CH2:15][O:16][c:17]1[cH:18][cH:19][c:20]([N+:23](=[O:24])[O-:25])[cH:21][cH:22]1)([CH3:26])[CH2:10][C:9]2=[O:27].[CH3:29][C:30](=[O:31])[O:32][C:33](=[O:34])[CH3:35].[cH:36]1[cH:37][cH:38][n:39][cH:40][cH:41]1>>[C:1]([CH3:2])([CH3:3])([CH3:4])[c:5]1[c:6]([O:28][C:30]([CH3:29])=[O:31])[cH:7][c:8]2[c:13]([cH:14]1)[O:12][C:11]([CH2:15][O:16][c:17]1[cH:18][cH:19][c:20]([N+:23](=[O:24])[O-:25])[cH:21][cH:22]1)([CH3:26])[CH2:10][C:9]2=[O:27]. Reactants: COc1cc2ncnc(Oc3ccc(N)cc3)c2cc1OC, ClC(Cl)Cl, O=C=Nc1ccc(F)cc1F. Yields the product COc1cc2ncnc(Oc3ccc(NC(=O)Nc4ccc(F)cc4F)cc3)c2cc1OC. RXN SMILES: [CH3:1][O:2][c:3]1[cH:4][c:5]2[c:6]([O:15][c:16]3[cH:17][cH:18][c:19]([NH2:20])[cH:21][cH:22]3)[n:7][cH:8][n:9][c:10]2[cH:11][c:12]1[O:13][CH3:14].[CH:34]([Cl:35])([Cl:36])[Cl:37].[F:23][c:24]1[c:25]([N:31]=[C:32]=[O:33])[cH:26][cH:27][c:28]([F:30])[cH:29]1>>[CH3:1][O:2][c:3]1[cH:4][c:5]2[c:6]([O:15][c:16]3[cH:17][cH:18][c:19]([NH:20][C:32]([NH:31][c:25]4[c:24]([F:23])[cH:29][c:28]([F:30])[cH:27][cH:26]4)=[O:33])[cH:21][cH:22]3)[n:7][cH:8][n:9][c:10]2[cH:11][c:12]1[O:13][CH3:14]. Reactants: [BH4-], Cc1cc(C(=O)CBr)ccc1[N+](=O)[O-], C[O-], CCO, CCOC(C)=O, Cc1cc(C(=O)CCl)ccc1[N+](=O)[O-], [Na+], [Na+]. The product is Cc1cc(C2CO2)ccc1[N+](=O)[O-]. RXN SMILES: [BH4-:29].[Br:1][CH2:2][C:3](=[O:4])[c:5]1[cH:6][c:7]([CH3:14])[c:8]([N+:11](=[O:12])[O-:13])[cH:9][cH:10]1.[CH3:31][O-:32].[CH3:34][CH2:35][OH:36].[CH3:37][CH2:38][O:39][C:40]([CH3:41])=[O:42].[Cl:15][CH2:16][C:17]([c:18]1[cH:19][cH:20][c:21]([N+:22]([O-:23])=[O:24])[c:25]([CH3:26])[cH:27]1)=[O:28].[Na+:30].[Na+:33]>>[CH2:2]1[CH:3]([c:5]2[cH:6][c:7]([CH3:14])[c:8]([N+:11](=[O:12])[O-:13])[cH:9][cH:10]2)[O:4]1.